describe an organic reaction: reactants, conditions, products, and yield From a dataset of the Open Reaction Database (ORD), a public repository of structured organic reaction records. The reactants are FC=1C=C(C=CC1F)C1(OC1)C (2-(3,4-difluorophenyl)-2-methyl-oxirane), [N-]=[N+]=[N-].[Na+] (sodium azide), [H-].[Al+3].[Li+].[H-].[H-].[H-] (lithium aluminum hydride), Cl(=O)(=O)(=O)[O-].[Li+] (lithium perchlorate), N(=[N+]=[N-])CC(C)(O)C1=CC(=C(C=C1)F)F (1-azido-2-(3,4-difluorophenyl)-propan-2-ol), N(=[N+]=[N-])C(CO)(C)C1=CC(=C(C=C1)F)F (2-azido-2-(3,4-difluorophenyl)-propan-1-ol). Solvent: C(C)#N (acetonitrile), C(C)OCC (diethyl ether). Conditions: temperature 0 celsius, time 2 hour. The product is NCC(C)(O)C1=CC(=C(C=C1)F)F (1-Amino-2-(3,4-difluorophenyl)-propan-2-ol), NC(CO)(C)C1=CC(=C(C=C1)F)F (2-amino-2-(3,4-difluorophenyl)-propan-1-ol), syrup. Isolated yield 87.0%. As a reaction SMILES: FC1C=C(C2(C)CO2)C=CC=1F.[N-]=[N+]=[N-].[Na+].Cl([O-])(=O)(=O)=O.[Li+].[N:23]([CH2:26][C:27]([C:30]1[CH:35]=[CH:34][C:33]([F:36])=[C:32]([F:37])[CH:31]=1)([OH:29])[CH3:28])=[N+]=[N-].[N:38]([C:41]([C:45]1[CH:50]=[CH:49][C:48]([F:51])=[C:47]([F:52])[CH:46]=1)([CH3:44])[CH2:42][OH:43])=[N+]=[N-].[H-].[Al+3].[Li+].[H-].[H-].[H-]>C(#N)C.C(OCC)C>[NH2:23][CH2:26][C:27]([C:30]1[CH:35]=[CH:34][C:33]([F:36])=[C:32]([F:37])[CH:31]=1)([OH:29])[CH3:28].[NH2:38][C:41]([C:45]1[CH:50]=[CH:49][C:48]([F:51])=[C:47]([F:52])[CH:46]=1)([CH3:44])[CH2:42][OH:43] |f:1.2,3.4,7.8.9.10.11.12|. Procedure details: To a solution of 2-(3,4-difluorophenyl)-2-methyl-oxirane (1.2 g, 7.06 mmol) in 10 mL of acetonitrile was added sodium azide (0.69g, 10.6 mmol) followed by lithium perchlorate (1.13 g, 10.6 mmol) and the suspension was heated to reflux overnight. After cooling, it was extracted with EtOAc, washed with saturated NaHCO3, dried over Na2SO4, filtered and the solvent was removed in vacuo. The light bron oil that was obtained was a 10:1 mixture of 1-azido-2-(3,4-difluorophenyl)-propan-2-ol and 2-azido-... The reactants are B(Cl)(Cl)Cl (boron trichloride), CC(C=C)(C)C=1C=CC(=C(C=O)C1)OC (5-(1,1-Dimethyl-allyl)-2-methoxy-benzaldehyde), O (water). The solvent is C(Cl)Cl (CH2Cl2). Reaction conditions: time 18 hour. Product: CC(C=C)(C)C=1C=CC(=C(C=O)C1)O (5-(1,1-Dimethyl-allyl)-2-hydroxy-benzaldehyde). The yield is 56.0%. Reaction SMILES: B(Cl)(Cl)Cl.[CH3:5][C:6]([C:10]1[CH:11]=[CH:12][C:13]([O:18]C)=[C:14]([CH:17]=1)[CH:15]=[O:16])([CH3:9])[CH:7]=[CH2:8].O>C(Cl)Cl>[CH3:9][C:6]([C:10]1[CH:11]=[CH:12][C:13]([OH:18])=[C:14]([CH:17]=1)[CH:15]=[O:16])([CH3:5])[CH:7]=[CH2:8]. Procedure: A solution of boron trichloride (1M in CH2Cl2, 39.7 mmol) was added dropwise under argon at −78° C. to a stirred solution of 5-(1,1-Dimethyl-allyl)-2-methoxy-benzaldehyde (13.2 mmol) in dry CH2Cl2 (120 ml). The dry ice—acetone bath was removed and reaction allowed warming to RT. Stirred at RT for 18 hours, before the reaction mixture was cooled to 0° C. and iced water (125 ml) slowly added. Extracted with CH2Cl2 (2×100 ml). The organic phases were washed with brine, dried (Na2SO4), filtered, and... Starting materials: CS(=O)(=O)OCCC1OCCC2=C1C=CC(=C2)C#N (2-(6-cyano-3,4-dihydro-1H-2-benzopyran-1-yl)ethyl methanesulfonate), FC=1C=C2C=CC=C(C2=CC1)N1C[C@H](NCC1)C ((3R)-1-(6-Fluoro-1-naphthyl)-3-methylpiperazine). Product: FC=1C=C2C=CC=C(C2=CC1)N1C[C@H](N(CC1)CCC1OCCC2=C1C=CC(=C2)C#N)C (1-{2-[(2R)-4-(6-Fluoro-1-naphthyl)-2-methylpiperazinyl]ethyl}-3,4-dihydro-1H-2-benzopyran-6-carbonitrile). Reaction SMILES: CS(O[CH2:6][CH2:7][CH:8]1[C:13]2[CH:14]=[CH:15][C:16]([C:18]#[N:19])=[CH:17][C:12]=2[CH2:11][CH2:10][O:9]1)(=O)=O.[F:20][C:21]1[CH:22]=[C:23]2[C:28](=[CH:29][CH:30]=1)[C:27]([N:31]1[CH2:36][CH2:35][NH:34][C@H:33]([CH3:37])[CH2:32]1)=[CH:26][CH:25]=[CH:24]2>>[F:20][C:21]1[CH:22]=[C:23]2[C:28](=[CH:29][CH:30]=1)[C:27]([N:31]1[CH2:36][CH2:35][N:34]([CH2:6][CH2:7][CH:8]3[C:13]4[CH:14]=[CH:15][C:16]([C:18]#[N:19])=[CH:17][C:12]=4[CH2:11][CH2:10][O:9]3)[C@H:33]([CH3:37])[CH2:32]1)=[CH:26][CH:25]=[CH:24]2. Reported procedure: Prepared by condensation of 2-(6-cyano-3,4-dihydro-1H-2-benzopyran-1-yl)ethyl methanesulfonate with (3R)-1-(6-Fluoro-1-naphthyl)-3-methylpiperazine, as described for Example 1b). Starting materials: [Al+3], CCc1nn2ccccc2c1N(CCCF)C(=O)COC, C1CCOC1, [H-], [H-], [H-], [H-], [Li+]. Yields the product CCc1nn2ccccc2c1NCCCF. RXN SMILES: [Al+3:23].[CH2:1]([CH3:2])[c:3]1[n:4][n:5]2[c:6]([cH:7][cH:8][cH:9][cH:10]2)[c:11]1[N:12]([C:13](=[O:14])[CH2:15][O:16][CH3:17])[CH2:18][CH2:19][CH2:20][F:21].[CH2:28]1[O:29][CH2:30][CH2:31][CH2:32]1.[H-:22].[H-:25].[H-:26].[H-:27].[Li+:24]>>[CH2:1]([CH3:2])[c:3]1[n:4][n:5]2[c:6]([cH:7][cH:8][cH:9][cH:10]2)[c:11]1[NH:12][CH2:18][CH2:19][CH2:20][F:21]. The reactants are ClC1=C(C=CC=C1)S(=O)(=O)N1CCC2(CCCNC2=O)CC1 (9-(2-chloro-benzenesulfonyl)-2,9-diaza-spiro[5.5]undecan-1-one), IC1=CC=C(C=C1)C(F)(F)F (1-iodo-4-trifluoromethyl-benzene). Yields the product ClC1=C(C=CC=C1)S(=O)(=O)N1CCC2(CCCN(C2=O)C2=CC=C(C=C2)C(F)(F)F)CC1 (9-(2-Chloro-benzenesulfonyl)-2-(4-trifluoromethyl-phenyl)-2,9-diaza-spiro[5.5]undecan-1-one). RXN SMILES: [Cl:1][C:2]1[CH:7]=[CH:6][CH:5]=[CH:4][C:3]=1[S:8]([N:11]1[CH2:22][CH2:21][C:14]2([C:19](=[O:20])[NH:18][CH2:17][CH2:16][CH2:15]2)[CH2:13][CH2:12]1)(=[O:10])=[O:9].I[C:24]1[CH:29]=[CH:28][C:27]([C:30]([F:33])([F:32])[F:31])=[CH:26][CH:25]=1>>[Cl:1][C:2]1[CH:7]=[CH:6][CH:5]=[CH:4][C:3]=1[S:8]([N:11]1[CH2:22][CH2:21][C:14]2([C:19](=[O:20])[N:18]([C:24]3[CH:29]=[CH:28][C:27]([C:30]([F:33])([F:32])[F:31])=[CH:26][CH:25]=3)[CH2:17][CH2:16][CH2:15]2)[CH2:13][CH2:12]1)(=[O:9])=[O:10]. Procedure: This material was prepared in analogy to example 148 step F) from 9-(2-chloro-benzenesulfonyl)-2,9-diaza-spiro[5.5]undecan-1-one and 1-iodo-4-trifluoromethyl-benzene. White solid. MS (ESI): 487.1 MH+). The reactants are FC1=CC=C(C=C1)B(O)O (4-fluorophenylboronic acid), COC(C1=C(C=CC=C1OC1=C(C(=CC=C1)OCCCOC1=C(C=C(C(=C1)OCC1=CC=CC=C1)Br)CC)CCC)F)=O (2-fluoro-6-[2-propyl-3-[3-[4-bromo-2-ethyl-5-(phenylmethoxy)phenoxy]propoxy]phenoxy]benzoic acid methyl ester), C([O-])([O-])=O.[Na+].[Na+] (sodium carbonate). Reagents/catalysts: C=1C=CC(=CC1)[P](C=2C=CC=CC2)(C=3C=CC=CC3)[Pd]([P](C=4C=CC=CC4)(C=5C=CC=CC5)C=6C=CC=CC6)([P](C=7C=CC=CC7)(C=8C=CC=CC8)C=9C=CC=CC9)[P](C=1C=CC=CC1)(C=1C=CC=CC1)C=1C=CC=CC1 (tetrakis(triphenylphosphine)palladium(0)). Solvent: C(C)(=O)OCC (ethyl acetate), C(C)O (ethanol), C1=CC=CC=C1 (benzene). Yields the product O.[Na+].[Na+].FC1=C(C(=O)[O-])C(=CC=C1)OC1=C(C(=CC=C1)OCCCOC1=C(C=C(C(=C1)O)C1=CC=C(C=C1)F)CC)CCC.FC1=C(C(=O)[O-])C(=CC=C1)OC1=C(C(=CC=C1)OCCCOC1=C(C=C(C(=C1)O)C1=CC=C(C=C1)F)CC)CCC (2-Fluoro-6-[2-propyl-3-[3-[2-ethyl-5-hydroxy-4-(4-fluorophenyl)phenoxy]propoxy]phenoxy]benzoic acid disodium salt hydrate). Yield: 25.0%. RXN SMILES: C[O:2][C:3](=[O:43])[C:4]1[C:9]([O:10][C:11]2[CH:16]=[CH:15][CH:14]=[C:13]([O:17][CH2:18][CH2:19][CH2:20][O:21][C:22]3[CH:27]=[C:26]([O:28]CC4C=CC=CC=4)[C:25](Br)=[CH:24][C:23]=3[CH2:37][CH3:38])[C:12]=2[CH2:39][CH2:40][CH3:41])=[CH:8][CH:7]=[CH:6][C:5]=1[F:42].C(=O)([O-])[O-].[Na+:48].[Na+].[F:50][C:51]1[CH:56]=[CH:55][C:54](B(O)O)=[CH:53][CH:52]=1>C1C=CC=CC=1.C(O)C.C(OCC)(=O)C.C1C=CC([P]([Pd]([P](C2C=CC=CC=2)(C2C=CC=CC=2)C2C=CC=CC=2)([P](C2C=CC=CC=2)(C2C=CC=CC=2)C2C=CC=CC=2)[P](C2C=CC=CC=2)(C2C=CC=CC=2)C2C=CC=CC=2)(C2C=CC=CC=2)C2C=CC=CC=2)=CC=1>[OH2:2].[Na+:48].[Na+:48].[F:42][C:5]1[CH:6]=[CH:7][CH:8]=[C:9]([O:10][C:11]2[CH:16]=[CH:15][CH:14]=[C:13]([O:17][CH2:18][CH2:19][CH2:20][O:21][C:22]3[CH:27]=[C:26]([OH:28])[C:25]([C:54]4[CH:55]=[CH:56][C:51]([F:50])=[CH:52][CH:53]=4)=[CH:24][C:23]=3[CH2:37][CH3:38])[C:12]=2[CH2:39][CH2:40][CH3:41])[C:4]=1[C:3]([O-:2])=[O:43].[F:42][C:5]1[CH:6]=[CH:7][CH:8]=[C:9]([O:10][C:11]2[CH:16]=[CH:15][CH:14]=[C:13]([O:17][CH2:18][CH2:19][CH2:20][O:21][C:22]3[CH:27]=[C:26]([OH:28])[C:25]([C:54]4[CH:55]=[CH:56][C:51]([F:50])=[CH:52][CH:53]=4)=[CH:24][C:23]=3[CH2:37][CH3:38])[C:12]=2[CH2:39][CH2:40][CH3:41])[C:4]=1[C:3]([O-:2])=[O:43] |f:1.2.3,9.10.11.12.13,^1:78,80,99,118|. Procedure: To a solution of 2-fluoro-6-[2-propyl-3-[3-[4-bromo-2-ethyl-5-(phenylmethoxy)phenoxy]propoxy]phenoxy]benzoic acid methyl ester (1.77 g, 2.72 mmol) in benzene (12 mL) was added tetrakis(triphenylphosphine)palladium(0) (0.33 g, 0.30 mmol) and 2.0 M aqueous sodium carbonate (4 mL). To this mixture was added a solution of 4-fluorophenylboronic acid (4.10 g, 8.16 mmol) in ethanol (5 mL). The resulting mixture was refluxed for 4 hours then cooled to room temperature. The mixture was diluted with ethyl... As a reaction SMILES: [CH3:39][C:40]#[N:41].[Cu:119]([I:120])[I:121].[NH2:1][c:2]1[n:3][cH:4][c:5]([I:34])[c:6]([NH:8][CH:9]([CH3:10])[c:11]2[n:12](-[c:28]3[cH:29][cH:30][cH:31][cH:32][cH:33]3)[c:13](=[O:27])[c:14]3[c:15](-[c:21]4[cH:22][n:23][n:24]([CH3:26])[cH:25]4)[cH:16][cH:17][cH:18][c:19]3[cH:20]2)[n:7]1.[Na:35][C:36]#[N:37].[OH2:38].[Pd:42].[c:100]1([P:101]([c:102]2[cH:103][cH:104][cH:105][cH:106][cH:107]2)[c:108]2[cH:109][cH:110][cH:111][cH:112][cH:113]2)[cH:114][cH:115][cH:116][cH:117][cH:118]1.[c:43]1([P:44]([c:45]2[cH:46][cH:47][cH:48][cH:49][cH:50]2)[c:51]2[cH:52][cH:53][cH:54][cH:55][cH:56]2)[cH:57][cH:58][cH:59][cH:60][cH:61]1.[c:62]1([P:63]([c:64]2[cH:65][cH:66][cH:67][cH:68][cH:69]2)[c:70]2[cH:71][cH:72][cH:73][cH:74][cH:75]2)[cH:76][cH:77][cH:78][cH:79][cH:80]1.[c:81]1([P:82]([c:83]2[cH:84][cH:85][cH:86][cH:87][cH:88]2)[c:89]2[cH:90][cH:91][cH:92][cH:93][cH:94]2)[cH:95][cH:96][cH:97][cH:98][cH:99]1>>[NH2:1][c:2]1[n:3][cH:4][c:5]([C:36]#[N:37])[c:6]([NH:8][CH:9]([CH3:10])[c:11]2[n:12](-[c:28]3[cH:29][cH:30][cH:31][cH:32][cH:33]3)[c:13](=[O:27])[c:14]3[c:15](-[c:21]4[cH:22][n:23][n:24]([CH3:26])[cH:25]4)[cH:16][cH:17][cH:18][c:19]3[cH:20]2)[n:7]1. The product is CC(Nc1nc(N)ncc1C#N)c1cc2cccc(-c3cnn(C)c3)c2c(=O)n1-c1ccccc1. Reactants: CC#N, I[Cu]I, CC(Nc1nc(N)ncc1I)c1cc2cccc(-c3cnn(C)c3)c2c(=O)n1-c1ccccc1, N#C[Na], O, [Pd], c1ccc(P(c2ccccc2)c2ccccc2)cc1, c1ccc(P(c2ccccc2)c2ccccc2)cc1, c1ccc(P(c2ccccc2)c2ccccc2)cc1, c1ccc(P(c2ccccc2)c2ccccc2)cc1.